From a dataset of the Open Reaction Database (ORD), a public repository of structured organic reaction records. describe an organic reaction: reactants, conditions, products, and yield The reactants are C([O-])([O-])=O.[K+].[K+] (potassium carbonate), ClC(=O)OCCCCCC (n-hexyl chloroformate), Cl.C1(=CC=CC=C1)N(C(=O)C1=CC2=C(N(C(=N2)CNC2=CC=C(C=C2)C(N)=N)C)C=C1)CCC(=O)OCC (1-methyl-2-[N-(4-amidinophenyl)aminomethyl]benzimidazol-5-yl-carboxylic acid-N-phenyl-N-(2-ethoxy carbonylethyl)amide hydrochloride), Cl.C(N)(=N)C1=CC=C(C=C1)NCC1=NC2=C(N1C)C=CC(=C2)C(=O)N(C2=NC=CC=C2)CCC(=O)OCC (ethyl 3-(2-((4-carbamimidoylphenylamino)methyl)-1-methyl-N-(pyridin-2-yl)-1H-benzo[d]imidazole-5-carboxamido)propanoate hydrochloride). Run in O (water), CC(=O)C (acetone), CC(=O)C (acetone). Reaction conditions: temperature 10 celsius, time 1 hour. The product is CCCCCCOC(=O)/N=C(/C=1C=CC(=CC1)NCC2=NC=3C=C(C=CC3N2C)C(=O)N(CCC(=O)OCC)C=4C=CC=CN4)\N (dabigatran etexilate), Cl.C(N)(=N)C1=CC=C(C=C1)NCC1=NC2=C(N1C)C=CC(=C2)C(=O)N(C2=NC=CC=C2)CCC(=O)OCC (ethyl 3-(2-((4-carbamimidoylphenylamino)methyl)-1-methyl-N-(pyridin-2-yl)-1H-benzo[d]imidazole-5-carboxamido)propanoate hydrochloride). Reaction SMILES: C(=O)([O-])[O-].[K+].[K+].Cl.C1(N(CCC(OCC)=O)C(C2C=CC3N(C)C(CNC4C=CC(C(=N)N)=CC=4)=NC=3C=2)=O)C=CC=CC=1.Cl.[C:46]([C:49]1[CH:54]=[CH:53][C:52]([NH:55][CH2:56][C:57]2[N:61]([CH3:62])[C:60]3[CH:63]=[CH:64][C:65]([C:67]([N:69]([CH2:76][CH2:77][C:78]([O:80][CH2:81][CH3:82])=[O:79])[C:70]4[CH:75]=[CH:74][CH:73]=[CH:72][N:71]=4)=[O:68])=[CH:66][C:59]=3[N:58]=2)=[CH:51][CH:50]=1)(=[NH:48])[NH2:47].[Cl:83][C:84]([O:86][CH2:87][CH2:88][CH2:89][CH2:90][CH2:91][CH3:92])=[O:85]>CC(C)=O.O>[CH3:92][CH2:91][CH2:90][CH2:89][CH2:88][CH2:87][O:86][C:84](/[N:48]=[C:46](\[NH2:47])/[C:49]1[CH:50]=[CH:51][C:52]([NH:55][CH2:56][C:57]2[N:61]([CH3:62])[C:60]3[CH:63]=[CH:64][C:65]([C:67]([N:69]([C:70]4[CH:75]=[CH:74][CH:73]=[CH:72][N:71]=4)[CH2:76][CH2:77][C:78]([O:80][CH2:81][CH3:82])=[O:79])=[O:68])=[CH:66][C:59]=3[N:58]=2)=[CH:53][CH:54]=1)=[O:85].[ClH:83].[C:46]([C:49]1[CH:54]=[CH:53][C:52]([NH:55][CH2:56][C:57]2[N:61]([CH3:62])[C:60]3[CH:63]=[CH:64][C:65]([C:67]([N:69]([CH2:76][CH2:77][C:78]([O:80][CH2:81][CH3:82])=[O:79])[C:70]4[CH:75]=[CH:74][CH:73]=[CH:72][N:71]=4)=[O:68])=[CH:66][C:59]=3[N:58]=2)=[CH:51][CH:50]=1)(=[NH:47])[NH2:48] |f:0.1.2,3.4,5.6,11.12|. Reported procedure: 350 mL acetone, 250 mL water and 32.2 g potassium carbonate were stirred in round bottom flask at 25° C. The reaction mixture was cooled to 10° C. and 100 g of 1-methyl-2-[N-(4-amidinophenyl)aminomethyl]benzimidazol-5-yl-carboxylic acid-N-phenyl-N-(2-ethoxy carbonylethyl)amide hydrochloride of Formula (E) was added. 15 mL acetone and 16.8 mL n-hexyl chloroformate were added to the reaction mixture and stirred for 1 hour. The precipitated product was filtered and washed with mixture of acetone an... Reactants: ClC1=C(C=C(C=C1)C(C(C)Br)=O)[N+](=O)[O-] (1-(4-chloro-3-nitrophenyl)-2-bromopropan-1-one), N(N)C(OCC)=S (O-ethyl hydrazinecarbothioate). The solvent is C(C)O (ethanol), O (water). Yields the product ClC1=C(C=C(C=C1)C1=NNC(SC1C)=O)[N+](=O)[O-] (5-(4-chloro-3-nitrophenyl)-6-methyl-3,6-dihydro-2H-1,3,4-thiadiazin-2-one). Isolated yield 23.0%. RXN SMILES: [Cl:1][C:2]1[CH:7]=[CH:6][C:5]([C:8](=O)[CH:9](Br)[CH3:10])=[CH:4][C:3]=1[N+:13]([O-:15])=[O:14].[NH:16]([C:18](=[S:22])[O:19]CC)[NH2:17]>C(O)C.O>[Cl:1][C:2]1[CH:7]=[CH:6][C:5]([C:8]2[CH:9]([CH3:10])[S:22][C:18](=[O:19])[NH:16][N:17]=2)=[CH:4][C:3]=1[N+:13]([O-:15])=[O:14]. Procedure details: 22 g (75 mM) of 1-(4-chloro-3-nitrophenyl)-2-bromopropan-1-one and 8 ml (75 mM) of O-ethyl hydrazinecarbothioate in 150 ml of ethanol are refluxed for 16 hours with stirring. The reaction medium is then concentrated under vacuum and the residue obtained is taken up in water. The aqueous phase is extracted twice with ethyl acetate and the combined organic phases are washed with water and then dried over anhydrous sodium sulfate. The solvent is evaporated off under vacuum to give an oil, which is ... The reactants are BrC=1C=C2CC(CN(C2=CC1)CC=1N=CNC1)N (6-Bromo-1,2,3,4-tetrahydro-1-(1H-imidazol-4-ylmethyl)-3-quinolinamine), Cl.CN(CCCN=C=NCC)C (1-(3-dimethylaminopropyl)-3-ethylcarbodiimide hydrochloride), C(C)(C)N(CC)C(C)C (diisopropylethyl amine), ON1N=NC2=C1C=CC=N2 (1-hydroxyazabenzotriazole), C1(=CC=CC2=CC=CC=C12)C(=O)O (1-naphthoic acid), 2. Run in C(Cl)(Cl)Cl (chloroform), CN(C=O)C (dimethyl formamide). Reaction conditions: time 18 hour. The product is Cl.Cl.BrC=1C=C2CC(CN(C2=CC1)CC=1N=CNC1)NC(=O)C1=CC=CC2=CC=CC=C12 (N-[6-Bromo-1,2,3,4-tetrahydro-1-(1H-imidazol-4-ylmethyl)-3-quinolinyl]-1-naphthalenecarboxamide, dihydrochloride). RXN SMILES: [Br:1][C:2]1[CH:3]=[C:4]2[C:9](=[CH:10][CH:11]=1)[N:8]([CH2:12][C:13]1[N:14]=[CH:15][NH:16][CH:17]=1)[CH2:7][CH:6]([NH2:18])[CH2:5]2.ON1C2C=CC=NC=2N=N1.[C:29]1([C:39](O)=[O:40])[C:38]2[C:33](=[CH:34][CH:35]=[CH:36][CH:37]=2)[CH:32]=[CH:31][CH:30]=1.C(N(C(C)C)CC)(C)C.[ClH:51].CN(C)CCCN=C=NCC>CN(C)C=O.C(Cl)(Cl)Cl>[ClH:51].[ClH:51].[Br:1][C:2]1[CH:3]=[C:4]2[C:9](=[CH:10][CH:11]=1)[N:8]([CH2:12][C:13]1[N:14]=[CH:15][NH:16][CH:17]=1)[CH2:7][CH:6]([NH:18][C:39]([C:29]1[C:38]3[C:33](=[CH:34][CH:35]=[CH:36][CH:37]=3)[CH:32]=[CH:31][CH:30]=1)=[O:40])[CH2:5]2 |f:4.5,8.9.10|. Procedure: To a solution of 6-Bromo-1,2,3,4-tetrahydro-1-(1H-imidazol-4-ylmethyl)-3-quinolinamine (30 mg, 0.072 mmol) in dimethyl formamide (1 mL) were sequentially added 1-hydroxyazabenzotriazole (19 mg, 0.15 mmol), 1-naphthoic acid (25 mg, 0.15 mmol), diisopropylethyl amine (0.7 mL, 0.4 mmol) and 1-(3-dimethylaminopropyl)-3-ethylcarbodiimide hydrochloride (28 mg, 0.15 mmol). After 18 hours, the mixture was diluted with chloroform (10 mL) and washed with saturated NaHCO3 solution (10 mL). The organic laye... The product is C(C)(=O)C1(CCC(CC1)C(=O)OC)C(=O)OC (dimethyl 1-acetylcyclohexane-1,4-dicarboxylate). Solvent: CCCCCC (hexane), O1CCCC1 (tetrahydrofuran), O1CCCC1 (tetrahydrofuran), O1CCCC1 (tetrahydrofuran). Reaction conditions: temperature -78 celsius. Procedure details: Di-isopropylamine (44.7 ml) was dissolved in dry tetrahydrofuran (400 ml) and cooled to -78° C. under nitrogen with mechanical stirring. A solution of B-butyllithium in hexane (1.6M, 197 ml) was added. After stirring at -78° C. for 10 minutes a solution of dimethyl cyclohexane-1,4-dicarboxylate (56.6 g, Lancaster) in tetrahydrofuran (200 ml) was added. After stirring for a further 30 minutes at -78° C. a solution of acetyl chloride (22.5 ml) in tetrahydrofuran (200 ml) was added. The reaction mi... Starting materials: B-butyllithium, O (Water), C(C)(C)NC(C)C (Di-isopropylamine), C1(CCC(CC1)C(=O)OC)C(=O)OC (dimethyl cyclohexane-1,4-dicarboxylate), C(C)(=O)Cl (acetyl chloride). RXN SMILES: C(NC(C)C)(C)C.[CH:8]1([C:18]([O:20][CH3:21])=[O:19])[CH2:13][CH2:12][CH:11]([C:14]([O:16][CH3:17])=[O:15])[CH2:10][CH2:9]1.[C:22](Cl)(=[O:24])[CH3:23].O>O1CCCC1.CCCCCC>[C:22]([C:11]1([C:14]([O:16][CH3:17])=[O:15])[CH2:10][CH2:9][CH:8]([C:18]([O:20][CH3:21])=[O:19])[CH2:13][CH2:12]1)(=[O:24])[CH3:23]. Reactants: CCOC(=O)CC(=O)Cl, NCCc1ccc(OCCCCCc2ccccc2)cc1. The product is CCOC(=O)CC(=O)NCCc1ccc(OCCCCCc2ccccc2)cc1. Reaction SMILES: [Cl:1][C:2]([CH2:3][C:4](=[O:5])[O:6][CH2:7][CH3:8])=[O:9].[c:10]1([CH2:16][CH2:17][CH2:18][CH2:19][CH2:20][O:21][c:22]2[cH:23][cH:24][c:25]([CH2:28][CH2:29][NH2:30])[cH:26][cH:27]2)[cH:11][cH:12][cH:13][cH:14][cH:15]1>>[C:2]([CH2:3][C:4](=[O:5])[O:6][CH2:7][CH3:8])(=[O:9])[NH:30][CH2:29][CH2:28][c:25]1[cH:24][cH:23][c:22]([O:21][CH2:20][CH2:19][CH2:18][CH2:17][CH2:16][c:10]2[cH:11][cH:12][cH:13][cH:14][cH:15]2)[cH:27][cH:26]1. Starting materials: CC(CCC(=O)OCC)=C (ethyl 4-methyl-4-pentenoate), CC(C=CC(=O)OCC)C (ethyl 4-methyl-2-pentenoate), ethyl tratis-4-methyl-2-pentenoate, CC(=CCC(=O)OCC)C (ethyl 4-methyl-3-pentenoate). Yields the product CC(/C=C/C(=O)OCC)C (ethyl 4- methyl-trans-2-pentenoate). Isolated yield 90.0%. As a reaction SMILES: [CH3:1][C:2](=[CH2:10])[CH2:3][CH2:4][C:5]([O:7][CH2:8][CH3:9])=[O:6].CC(C)=CCC(OCC)=O.CC(C)C=CC(OCC)=O>>[CH3:1][CH:2]([CH3:10])/[CH:3]=[CH:4]/[C:5]([O:7][CH2:8][CH3:9])=[O:6]. Reported procedure: On the other hand, the isomerization of ethyl 4-methyl-4-pentenoate to ethyl tratis-4-methyl-2-pentenoate is not favored thermodynamically. In fact the equilibrium distribution of isomers at 25° C. is as follows: ethyl 4-methyl-3-pentenoate (90%) and ethyl 4-methyl-2-pentenoate (10%). Despite this adverse equilibrium, ethyl 4- methyl-trans-2-pentenoate is obtained in 90% yield using the process of the present invention. The isomerization of ethyl 4-methyl-4-pentenoate also shows that this method...